Dataset: the Open Reaction Database (ORD), a public repository of structured organic reaction records. Task: describe an organic reaction: reactants, conditions, products, and yield Reactants: CC(=O)O, CO, CCN(CC#Cc1ccc2c(-c3ccc(Cl)cc3)nsc2c1)CCO. Product: CC(=O)O, CCN(CC=Cc1ccc2c(-c3ccc(Cl)cc3)nsc2c1)CCO. Reaction SMILES: [C:26]([CH3:27])(=[O:28])[OH:29].[CH3:30][OH:31].[Cl:1][c:2]1[cH:3][cH:4][c:5](-[c:8]2[n:9][s:10][c:11]3[c:12]2[cH:13][cH:14][c:15]([C:17]#[C:18][CH2:19][N:20]([CH2:21][CH2:22][OH:23])[CH2:24][CH3:25])[cH:16]3)[cH:6][cH:7]1>>[C:26]([CH3:27])(=[O:28])[OH:29].[Cl:1][c:2]1[cH:3][cH:4][c:5](-[c:8]2[n:9][s:10][c:11]3[c:12]2[cH:13][cH:14][c:15]([CH:17]=[CH:18][CH2:19][N:20]([CH2:21][CH2:22][OH:23])[CH2:24][CH3:25])[cH:16]3)[cH:6][cH:7]1.